Dataset: the Open Reaction Database (ORD), a public repository of structured organic reaction records. Task: describe an organic reaction: reactants, conditions, products, and yield Reactants: C(C)(C)(C)OC(=O)N[C@@H](CC1=CC=CC=C1)C(=O)NCCCCCC(=O)OC (t-butoxycarbonyl-N-(6-methoxy-6-oxohexyl)-L-phenylalaninamide), Cl.O1CCOCC1 (hydrogen chloride dioxane). Run in O1CCOCC1 (dioxane). Product: Cl.COC(CCCCCNC([C@@H](N)CC1=CC=CC=C1)=O)=O (N-(6-methoxy-6-oxohexyl)-L-phenylalaninamide monohydrochloride). RXN SMILES: C(OC([NH:8][C@H:9]([C:17]([NH:19][CH2:20][CH2:21][CH2:22][CH2:23][CH2:24][C:25]([O:27][CH3:28])=[O:26])=[O:18])[CH2:10][C:11]1[CH:16]=[CH:15][CH:14]=[CH:13][CH:12]=1)=O)(C)(C)C.[ClH:29].O1CCOCC1>O1CCOCC1>[ClH:29].[CH3:28][O:27][C:25](=[O:26])[CH2:24][CH2:23][CH2:22][CH2:21][CH2:20][NH:19][C:17](=[O:18])[C@H:9]([CH2:10][C:11]1[CH:16]=[CH:15][CH:14]=[CH:13][CH:12]=1)[NH2:8] |f:1.2,4.5|. Reported procedure: To a solution of the title compound of Example 2 (43.1 g, 0.11 mole) in 100 ml of dioxane was added 100 ml of 6M hydrogen chloride/dioxane. After about 30 min. the solution was concentrated in vacuo to dryness and the residue triturated thoroughly with diethyl ether. The solid was collected and washed well with diethyl ether, giving 34.7 g of the title compound, which was used in subsequent reactions without further purification. Starting materials: FC1=CC=C(C=C1)[C@]1(CCN(C(O1)=O)[C@@H](C)C1=CC=C(C=C1)B1OC(C(O1)(C)C)(C)C)CC(C#N)(C)C (3-((R)-6-(4-fluorophenyl)-2-oxo-3-((S)-1-(4-(4,4,5,5-tetramethyl-1,3,2-dioxaborolan-2-yl)phenyl)ethyl)-1,3-oxazinan-6-yl)-2,2-dimethylpropanenitrile), BrC=1C=CC(N(C1)C)=O (5-bromo-1-methylpyridin-2(1H)-one). Product: FC1=CC=C(C=C1)[C@]1(CCN(C(O1)=O)[C@@H](C)C1=CC=C(C=C1)C1=CN(C(C=C1)=O)C)CC(C#N)(C)C (3-((R)-6-(4-fluorophenyl)-3-((S)-1-(4-(1-methyl-6-oxo-1,6-dihydropyridin-3-yl)phenyl)ethyl)-2-oxo-1,3-oxazinan-6-yl)-2,2-dimethylpropanenitrile). Reaction SMILES: [F:1][C:2]1[CH:7]=[CH:6][C:5]([C@:8]2([CH2:32][C:33]([CH3:37])([CH3:36])[C:34]#[N:35])[O:13][C:12](=[O:14])[N:11]([C@H:15]([C:17]3[CH:22]=[CH:21][C:20](B4OC(C)(C)C(C)(C)O4)=[CH:19][CH:18]=3)[CH3:16])[CH2:10][CH2:9]2)=[CH:4][CH:3]=1.Br[C:39]1[CH:40]=[CH:41][C:42](=[O:46])[N:43]([CH3:45])[CH:44]=1>>[F:1][C:2]1[CH:3]=[CH:4][C:5]([C@:8]2([CH2:32][C:33]([CH3:36])([CH3:37])[C:34]#[N:35])[O:13][C:12](=[O:14])[N:11]([C@H:15]([C:17]3[CH:22]=[CH:21][C:20]([C:39]4[CH:40]=[CH:41][C:42](=[O:46])[N:43]([CH3:45])[CH:44]=4)=[CH:19][CH:18]=3)[CH3:16])[CH2:10][CH2:9]2)=[CH:6][CH:7]=1. Procedure details: The title compound was prepared from 3-((R)-6-(4-fluorophenyl)-2-oxo-3-((S)-1-(4-(4,4,5,5-tetramethyl-1,3,2-dioxaborolan-2-yl)phenyl)ethyl)-1,3-oxazinan-6-yl)-2,2-dimethylpropanenitrile and 5-bromo-1-methylpyridin-2(1H)-one following a procedure analogous to that described in Example 3 Step 2. LC-MS Method 1 tR=1.45 min, m/z=488; 1H NMR (CDCl3) 7.68(dd, 1H), 7.52(d, 1H), 7.32(q, 2H), 7.17(d, 2H), 7.06(t, 2H), 6.97(d, 2H), 6.91 (d, 1H), 5.66 (q, 1H), 3.72(s, 3H), 2.99(dt, 1H), 2.48(dd, 2H), 2.27(... Starting materials: [C@@H]1(C[C@H](O)[C@H](O1)CO)N1C(C=[N+](C=C1)[O-])=O (1,2-dihydro-1-(2deoxy-β-D-erythro-pentofuranosyl)-2-oxopyrazine 4-oxide), O (water), N1=CC=CC=C1 (pyridine), C(C)(=O)OC(C)=O (acetic anhydride). Conditions: time 8 hour. Yields the product C(C)(=O)O[C@H]1C[C@H](O[C@@H]1COC(C)=O)N1C(C=[N+](C=C1)[O-])=O (1,2-Dihydro-1-(2-deoxy-3,5-di-O-acetyl-α-D-erythro-pentofuranosyl)-2-oxopyrazine 4-oxide). As a reaction SMILES: [C@@H:1]1([N:9]2[CH:14]=[CH:13][N+:12]([O-:15])=[CH:11][C:10]2=[O:16])[O:6][C@H:5]([CH2:7][OH:8])[C@@H:3]([OH:4])[CH2:2]1.N1[CH:22]=[CH:21]C=CC=1.[C:23](OC(=O)C)(=[O:25])[CH3:24].[OH2:30]>>[C:23]([O:4][C@@H:3]1[C@@H:5]([CH2:7][O:8][C:21](=[O:30])[CH3:22])[O:6][C@H:1]([N:9]2[CH:14]=[CH:13][N+:12]([O-:15])=[CH:11][C:10]2=[O:16])[CH2:2]1)(=[O:25])[CH3:24]. Reported procedure: A solution of 200 mg of 1,2-dihydro-1-(2deoxy-β-D-erythro-pentofuranosyl)-2-oxopyrazine 4-oxide (Berkowitz et al., Journal of Medicinal Chemistry, 1973, Volume 16, No. 2., pages 183-184) in 4 ml. of pyridine was treated at room temperature with 0.2 ml. of acetic anhydride. After standing overnight, the reaction mixture was treated in the cold with water, extracted into methylene chloride and washed with dilute HCl and 5% NaHCO3. Removal of the dried solvent left the diacetate which was purified ... Yields the product ClCCCCOC1=CC(SC1(CCCCCCCC)C)=O ((±)-4-(4-Chloro-butoxy)-5-methyl-5-octyl-5H-thiophen-2-one). RXN SMILES: [OH:1][C:2]1[C:6]([CH3:15])([CH2:7][CH2:8][CH2:9][CH2:10][CH2:11][CH2:12][CH2:13][CH3:14])[S:5][C:4](=[O:16])[CH:3]=1.I[CH:18]([CH3:22])[CH2:19][CH2:20][Cl:21]>>[Cl:21][CH2:20][CH2:19][CH2:18][CH2:22][O:1][C:2]1[C:6]([CH3:15])([CH2:7][CH2:8][CH2:9][CH2:10][CH2:11][CH2:12][CH2:13][CH3:14])[S:5][C:4](=[O:16])[CH:3]=1. Isolated yield 76.8%. The reactants are OC1=CC(SC1(CCCCCCCC)C)=O ((±)-4-Hydroxy-5-methyl-5-octyl-5-H-thiophen-2-one), EtOAc Hexanes, IC(CCCl)C (3-iodo-1-chlorobutane). Reported procedure: From 32 (47 mg, 0.18 mmol) and 3-iodo-1-chlorobutane (40 μL, 0.36 mmol) following general procedure H was obtained 41 (46 mg, 85%) after flash chromatography (20% EtOAc/Hexanes). 1H NMR (300 MHz, CDCl3) δ 0.86 (t, J=7 Hz, 3H), 1.07-1.27 (m, 1H), 1.24 (s, 10H) 1.48-1.51 (m, 1H), 1.62 (s, 3H), 1.75-1.82 (m, 2H), 1.89-1.98 (m, 4H), 3.59 (t, J=5.9 Hz, 2H), 3.95-3.98 (m, 2H), 5.28 (s, 1H); 13C NMR (75 MHz, CDCl3) δ 14.1, 22.6, 25.1, 26.0, 26.5, 29.0, 29.2, 29.3, 29.5, 29.7, 31.8, 44.1, 59.6, 71.7, 10... The reactants are C(C)(C)(C)OC(=O)NC1=C(C=C(C=C1)F)NC(=O)C=1C=NC2=CC(=CC=C2C1)N1CCN(CC1)C(=O)OC(C)(C)C (tert-butyl 4-(3-(2-(tert-butoxycarbonylamino)-5-fluoro-phenyl-carbamoyl)quinolin-7-yl)piperazine-1-carboxylate), C(=O)(C(F)(F)F)O (TFA). The solvent is C(Cl)Cl (DCM). Run at time 1 hour. Yields the product NC1=C(C=C(C=C1)F)NC(=O)C=1C=NC2=CC(=CC=C2C1)N1CCNCC1 (N-(2-amino-5-fluorophenyl)-7-(piperazin-1-yl)quinoline-3-carboxamide). Isolated yield 64.4%. RXN SMILES: C(OC([NH:8][C:9]1[CH:14]=[CH:13][C:12]([F:15])=[CH:11][C:10]=1[NH:16][C:17]([C:19]1[CH:20]=[N:21][C:22]2[C:27]([CH:28]=1)=[CH:26][CH:25]=[C:24]([N:29]1[CH2:34][CH2:33][N:32](C(OC(C)(C)C)=O)[CH2:31][CH2:30]1)[CH:23]=2)=[O:18])=O)(C)(C)C.C(O)(C(F)(F)F)=O>C(Cl)Cl>[NH2:8][C:9]1[CH:14]=[CH:13][C:12]([F:15])=[CH:11][C:10]=1[NH:16][C:17]([C:19]1[CH:20]=[N:21][C:22]2[C:27]([CH:28]=1)=[CH:26][CH:25]=[C:24]([N:29]1[CH2:34][CH2:33][NH:32][CH2:31][CH2:30]1)[CH:23]=2)=[O:18]. Reported procedure: To a solution of tert-butyl 4-(3-(2-(tert-butoxycarbonylamino)-5-fluoro-phenyl-carbamoyl)quinolin-7-yl)piperazine-1-carboxylate (100 mg, 0.17 mmol) in DCM (3 mL) was added TFA (1.5 mL). The reaction mixture was stirred at r.t for 1 h and concentrated to give a residue, which was purified by Pre-HPLC to afford compound N-(2-amino-5-fluorophenyl)-7-(piperazin-1-yl)quinoline-3-carboxamide (40 mg, 62%) as a light yellow solid. 1H NMR (500 MHz, DMSO) δ 10.20 (s, 1H), 9.34 (s, 1H), 9.05 (s, 3H), 8.10 ... Reaction SMILES: [NH2:1][C:2]1[S:3][CH:4]=[CH:5][N:6]=1.[F:7][C:8]([F:24])([F:23])[C:9]1[C:18]([C:19](Cl)=[O:20])=[C:17]([OH:22])[C:16]2[C:11](=[CH:12][CH:13]=[CH:14][CH:15]=2)[N:10]=1>N1C=CC=CC=1>[F:24][C:8]([F:7])([F:23])[C:9]1[C:18]([C:19]([NH:1][C:2]2[S:3][CH:4]=[CH:5][N:6]=2)=[O:20])=[C:17]([OH:22])[C:16]2[C:11](=[CH:12][CH:13]=[CH:14][CH:15]=2)[N:10]=1. Conditions: time 16 hour. The reactants are NC=1SC=CN1 (2-amino-thiazole), FC(C1=NC2=CC=CC=C2C(=C1C(=O)Cl)O)(F)F (2-trifluoromethyl-4-hydroxy-3-quinoline-carboxylic acid chloride). Run in N1=CC=CC=C1 (pyridine), N1=CC=CC=C1 (pyridine). Yields the product FC(C1=NC2=CC=CC=C2C(=C1C(=O)NC=1SC=CN1)O)(F)F (2-trifluoromethyl-4-hydroxy-N-(2-thiazolyl)-3-quinoline-carboxamide). Procedure details: 7.5 g of 2-amino-thiazole and 20 ml of pyridine were added to a solution of the product of Step F in 120 ml of anhydrous pyridine and the mixture was heated at 80°-85° C. for one hour. The mixture was stirred at room temperature for 16 hours and was then evaporated to dryness. The residue was triturated with 200 ml of water and was then vacuum filtered. The filter was washed and the combined wash water and filtrate were cooled in ice and acidified with concentrated hydrochloric acid. The mixture...